From a dataset of the Open Reaction Database (ORD), a public repository of structured organic reaction records. describe an organic reaction: reactants, conditions, products, and yield Starting materials: CCNCC, C#CC(C)(C)Oc1ccc(C#N)cc1, Cl[Pd]Cl, [Cu]I, Ic1cccnc1, c1ccc(P(c2ccccc2)c2ccccc2)cc1. The product is CC(C)(C#Cc1cccnc1)Oc1ccc(C#N)cc1. RXN SMILES: [CH2:41]([NH:42][CH2:43][CH3:44])[CH3:45].[CH3:27][C:28]([C:29]#[CH:30])([O:31][c:32]1[cH:33][cH:34][c:35]([C:36]#[N:37])[cH:38][cH:39]1)[CH3:40].[Cl:46][Pd:47][Cl:48].[Cu:49][I:50].[I:1][c:2]1[cH:3][n:4][cH:5][cH:6][cH:7]1.[c:8]1([P:9]([c:10]2[cH:11][cH:12][cH:13][cH:14][cH:15]2)[c:16]2[cH:17][cH:18][cH:19][cH:20][cH:21]2)[cH:22][cH:23][cH:24][cH:25][cH:26]1>>[c:2]1([C:30]#[C:29][C:28]([CH3:27])([O:31][c:32]2[cH:33][cH:34][c:35]([C:36]#[N:37])[cH:38][cH:39]2)[CH3:40])[cH:3][n:4][cH:5][cH:6][cH:7]1. Procedure: To a pressure vessel equipped with a magnetic stir bar was added 2-bromo-9H-carbazole (2461 mg, 10.0 mmol, 1.0 eq), CuI (762 mg, 4.0 mmol, 0.4 eq), and K2CO3 (2764 mg, 20.0 mmol, 2.0 eq). Then the vessel was evacuated and back-filled with nitrogen, and the evacuation and back-fill procedure was repeated twice. Then solvent toluene (60 mL), 1-methyl-1H-imidazole (792 uL, 10.0 mmol, 1.0 eq) and 2-bromo-4-tert-butylpyridine (5353 mg, 25.0 mmol, 2.5 eq) were added under the protection of nitrogen. T... Yields the product BrC1=CC=2N(C3=CC=CC=C3C2C=C1)C1=NC=CC(=C1)C(C)(C)C (2-bromo-9-(4-tert-butylpyridin-2-yl)-9H-carbazole). The solvent is C1(=CC=CC=C1)C (toluene). Reagents/catalysts: [Cu]I (CuI). Reaction conditions: temperature 120 celsius, time 4 day. Reaction SMILES: [Br:1][C:2]1[CH:14]=[CH:13][C:12]2[C:11]3[C:6](=[CH:7][CH:8]=[CH:9][CH:10]=3)[NH:5][C:4]=2[CH:3]=1.C([O-])([O-])=O.[K+].[K+].CN1C=CN=C1.Br[C:28]1[CH:33]=[C:32]([C:34]([CH3:37])([CH3:36])[CH3:35])[CH:31]=[CH:30][N:29]=1>[Cu]I.C1(C)C=CC=CC=1>[Br:1][C:2]1[CH:14]=[CH:13][C:12]2[C:11]3[C:6](=[CH:7][CH:8]=[CH:9][CH:10]=3)[N:5]([C:28]3[CH:33]=[C:32]([C:34]([CH3:37])([CH3:36])[CH3:35])[CH:31]=[CH:30][N:29]=3)[C:4]=2[CH:3]=1 |f:1.2.3|. The reactants are BrC1=CC=2NC3=CC=CC=C3C2C=C1 (2-bromo-9H-carbazole), C(=O)([O-])[O-].[K+].[K+] (K2CO3), CN1C=NC=C1 (1-methyl-1H-imidazole), BrC1=NC=CC(=C1)C(C)(C)C (2-bromo-4-tert-butylpyridine).